From a dataset of the Open Reaction Database (ORD), a public repository of structured organic reaction records. describe an organic reaction: reactants, conditions, products, and yield Reactants: COC(=O)CC(=O)[O-], C1CCOC1, [Cl-], [Cl-], CC(C)n1c(C=CC(=O)O)c(-c2ccc(F)cc2)c2ccccc21, [K+], [Mg+2]. Yields the product COC(=O)CC(=O)C=Cc1c(-c2ccc(F)cc2)c2ccccc2n1C(C)C. RXN SMILES: [C:29]([CH2:30][C:31](=[O:32])[O-:33])(=[O:34])[O:35][CH3:36].[CH2:37]1[O:38][CH2:39][CH2:40][CH2:41]1.[Cl-:25].[Cl-:27].[F:1][c:2]1[cH:3][cH:4][c:5](-[c:8]2[c:9]([CH:20]=[CH:21][C:22]([OH:23])=[O:24])[n:10]([CH:17]([CH3:18])[CH3:19])[c:11]3[cH:12][cH:13][cH:14][cH:15][c:16]23)[cH:6][cH:7]1.[K+:28].[Mg+2:26]>>[F:1][c:2]1[cH:3][cH:4][c:5](-[c:8]2[c:9]([CH:20]=[CH:21][C:31]([CH2:30][C:29](=[O:34])[O:35][CH3:36])=[O:32])[n:10]([CH:17]([CH3:18])[CH3:19])[c:11]3[cH:12][cH:13][cH:14][cH:15][c:16]23)[cH:6][cH:7]1. Starting materials: COC(=O)c1ccnc(-c2ccc(OCc3ccccc3)c(C#N)c2)c1, Cc1cc(C)c(C)c(C)c1C, O=C(O)C(F)(F)F. Yields the product COC(=O)c1ccnc(-c2ccc(O)c(C#N)c2)c1. RXN SMILES: [CH2:1]([c:2]1[cH:3][cH:4][cH:5][cH:6][cH:7]1)[O:8][c:9]1[c:10]([C:25]#[N:26])[cH:11][c:12](-[c:15]2[cH:16][c:17]([C:18](=[O:19])[O:20][CH3:21])[cH:22][cH:23][n:24]2)[cH:13][cH:14]1.[CH3:27][c:28]1[c:29]([CH3:30])[c:31]([CH3:32])[c:33]([CH3:34])[c:35]([CH3:36])[cH:37]1.[OH:38][C:39]([C:40]([F:41])([F:42])[F:43])=[O:44]>>[OH:8][c:9]1[c:10]([C:25]#[N:26])[cH:11][c:12](-[c:15]2[cH:16][c:17]([C:18](=[O:19])[O:20][CH3:21])[cH:22][cH:23][n:24]2)[cH:13][cH:14]1. The reactants are O=C1CCC(=O)N1Br, Clc1ccc2ncc3ncn(-c4ccccc4Cl)c3c2c1, ClC(Cl)Cl. The product is Clc1ccc2ncc3nc(Br)n(-c4ccccc4Cl)c3c2c1. Reaction SMILES: [Br:22][N:23]1[C:24](=[O:25])[CH2:26][CH2:27][C:28]1=[O:29].[Cl:1][c:2]1[cH:3][c:4]2[c:5]3[c:6]([cH:7][n:8][c:9]2[cH:10][cH:11]1)[n:12][cH:13][n:14]3-[c:15]1[c:16]([Cl:21])[cH:17][cH:18][cH:19][cH:20]1.[Cl:30][CH:31]([Cl:32])[Cl:33]>>[Cl:1][c:2]1[cH:3][c:4]2[c:5]3[c:6]([cH:7][n:8][c:9]2[cH:10][cH:11]1)[n:12][c:13]([Br:22])[n:14]3-[c:15]1[c:16]([Cl:21])[cH:17][cH:18][cH:19][cH:20]1. The reactants are NCCN1CCOCC1 (4-(2-aminoethyl)morpholine), COC1=CC(C2=C(N=C(S2)C)C1=O)=O (5-methoxy-2-methyl-4,7-dioxobenzothiazole). Run in C(C)O (ethanol). Yields the product CC=1SC2=C(N1)C(C(=CC2=O)NCCN2CCOCC2)=O (2-methyl-5-{[2-(4-morpholinyl)ethyl]amino}-1,3-benzothiazole-4,7-dione). As a reaction SMILES: [NH2:1][CH2:2][CH2:3][N:4]1[CH2:9][CH2:8][O:7][CH2:6][CH2:5]1.CO[C:12]1[C:21](=[O:22])[C:16]2[N:17]=[C:18]([CH3:20])[S:19][C:15]=2[C:14](=[O:23])[CH:13]=1>C(O)C>[CH3:20][C:18]1[S:19][C:15]2[C:14](=[O:23])[CH:13]=[C:12]([NH:1][CH2:2][CH2:3][N:4]3[CH2:9][CH2:8][O:7][CH2:6][CH2:5]3)[C:21](=[O:22])[C:16]=2[N:17]=1. Procedure details: 51.2 μl (0.39 mmol; 3 equivalents) of 4-(2-aminoethyl)morpholine is added to 27 mg (0.129 mmol) of 5-methoxy-2-methyl-4,7-dioxobenzothiazole in solution in 2 ml of anhydrous ethanol. The reaction mixture is stirred under reflux for 18 hours then the solvent is evaporated off under reduced pressure. The residue is purified on a silica column (eluent: 5% methanol in dichloromethane). The expected compound is obtained in the form of a red powder.